Dataset: the Open Reaction Database (ORD), a public repository of structured organic reaction records. Task: describe an organic reaction: reactants, conditions, products, and yield The reactants are [C-]#N, [C-]#N, [CH3], CN1CCCC1=O, COC(=O)CC1CCc2c1ccc(OS(=O)(=O)C(F)(F)F)c2C, [Fe+2], [Zn+2], c1ccc(P(c2ccccc2)[c-]2cccc2)cc1, c1ccc(P(c2ccccc2)[c-]2cccc2)cc1. Product: COC(=O)CC1CCc2c1ccc(C#N)c2C. As a reaction SMILES: [C-:32]#[N:33].[C-:35]#[N:36].[CH3:1].[CH3:25][N:26]1[CH2:27][CH2:28][CH2:29][C:30]1=[O:31].[F:2][C:3]([F:4])([F:5])[S:6]([O:7][c:8]1[c:9]([CH3:22])[c:10]2[c:14]([cH:15][cH:16]1)[CH:13]([CH2:17][C:18](=[O:19])[O:20][CH3:21])[CH2:12][CH2:11]2)(=[O:23])=[O:24].[Fe+2:73].[Zn+2:34].[cH:37]1[cH:38][cH:39][c:40]([P:41]([c:42]2[cH:43][cH:44][cH:45][cH:46][cH:47]2)[c-:48]2[cH:49][cH:50][cH:51][cH:52]2)[cH:53][cH:54]1.[cH:55]1[cH:56][cH:57][c:58]([P:59]([c:60]2[cH:61][cH:62][cH:63][cH:64][cH:65]2)[c-:66]2[cH:67][cH:68][cH:69][cH:70]2)[cH:71][cH:72]1>>[c:8]1([C:25]#[N:26])[c:9]([CH3:22])[c:10]2[c:14]([cH:15][cH:16]1)[CH:13]([CH2:17][C:18](=[O:19])[O:20][CH3:21])[CH2:12][CH2:11]2. The reactants are FC(C1=CC=C(OC(CCN(C(=O)CCCNC(OC(C)(C)C)=O)C)C2=CC=CC=C2)C=C1)(F)F (tert-Butyl 3-(N-(3-(4-(Trifluoromethyl)phenoxy)-3-phenylpropyl)-N-methyl carbamoyl)propylcarbamate), Cl (HCl). Run in CCOC(=O)C (EtOAc). Run at time 3 hour. Product: Cl.FC(C1=CC=C(OC(CCN(C(CCCN)=O)C)C2=CC=CC=C2)C=C1)(F)F (N-(3-(4-(trifluoromethyl)phenoxy)-3-phenylpropyl)-4-amino-N-methylbutanamide Hydrochloride). As a reaction SMILES: [F:1][C:2]([F:35])([F:34])[C:3]1[CH:33]=[CH:32][C:6]([O:7][CH:8]([C:26]2[CH:31]=[CH:30][CH:29]=[CH:28][CH:27]=2)[CH2:9][CH2:10][N:11]([CH3:25])[C:12]([CH2:14][CH2:15][CH2:16][NH:17]C(=O)OC(C)(C)C)=[O:13])=[CH:5][CH:4]=1.[ClH:36]>CCOC(C)=O>[ClH:36].[F:1][C:2]([F:34])([F:35])[C:3]1[CH:4]=[CH:5][C:6]([O:7][CH:8]([C:26]2[CH:27]=[CH:28][CH:29]=[CH:30][CH:31]=2)[CH2:9][CH2:10][N:11]([CH3:25])[C:12](=[O:13])[CH2:14][CH2:15][CH2:16][NH2:17])=[CH:32][CH:33]=1 |f:3.4|. Procedure details: tert-Butyl 3-(N-(3-(4-(Trifluoromethyl)phenoxy)-3-phenylpropyl)-N-methyl carbamoyl)propylcarbamate (AN-229) was prepared as described in WO 2005/092392. AN-229 (0.5 mmol) was added to a solution of HCl in EtOAc (35 ml) and the resulting mixture was stirred for 3 hours. The solvent was thereafter evaporated and the product, AN-227, was obtained in quantitative yield. Yields the product CC(C)(C)OC(=O)NC(CC(=O)Nc1ccc2cnccc2c1)c1ccsc1. As a reaction SMILES: [C:1]([CH3:2])([CH3:3])([CH3:4])[O:5][C:6](=[O:7])[NH:8][CH:9]([CH2:10][C:11](=[O:12])[OH:13])[c:14]1[cH:15][s:16][cH:17][cH:18]1.[CH2:19]([Cl:20])[CH2:21][Cl:22].[CH3:40][N:41]([c:42]1[cH:43][cH:44][n:45][cH:46][cH:47]1)[CH3:48].[NH2:23][c:24]1[cH:25][c:26]2[cH:27][cH:28][n:29][cH:30][c:31]2[cH:32][cH:33]1.[cH:34]1[cH:35][cH:36][n:37][cH:38][cH:39]1>>[C:1]([CH3:2])([CH3:3])([CH3:4])[O:5][C:6](=[O:7])[NH:8][CH:9]([CH2:10][C:11](=[O:13])[NH:23][c:24]1[cH:25][c:26]2[cH:27][cH:28][n:29][cH:30][c:31]2[cH:32][cH:33]1)[c:14]1[cH:15][s:16][cH:17][cH:18]1. The reactants are CC(C)(C)OC(=O)NC(CC(=O)O)c1ccsc1, ClCCCl, CN(C)c1ccncc1, Nc1ccc2cnccc2c1, c1ccncc1. Starting materials: CO, COC(=O)c1cc(C)c([N+](=O)[O-])cc1C, [Cl-], [NH4+], O, [Zn]. Yields the product COC(=O)c1cc(C)c(N)cc1C. Reaction SMILES: [CH3:16][OH:17].[CH3:1][c:2]1[c:3]([C:4](=[O:5])[O:6][CH3:7])[cH:8][c:9]([CH3:15])[c:10]([N+:12]([O-:13])=[O:14])[cH:11]1.[Cl-:18].[NH4+:19].[OH2:21].[Zn:20]>>[CH3:1][c:2]1[c:3]([C:4](=[O:5])[O:6][CH3:7])[cH:8][c:9]([CH3:15])[c:10]([NH2:12])[cH:11]1. Solvent: CN(C(C)=O)C (N,N-dimethylacetamide). Starting materials: FC(C1=CC=C(C=C1)O)(F)F (4-trifluoromethylphenol), C(=O)([O-])[O-].[K+].[K+] (K2CO3), ClC=1C=CC(=C(C=O)C1)F (5-chloro-2-fluorobenzaldehyde). Reaction SMILES: [Cl:1][C:2]1[CH:3]=[CH:4][C:5](F)=[C:6]([CH:9]=1)[CH:7]=[O:8].[F:11][C:12]([F:21])([F:20])[C:13]1[CH:18]=[CH:17][C:16]([OH:19])=[CH:15][CH:14]=1.C([O-])([O-])=O.[K+].[K+]>CN(C)C(=O)C>[Cl:1][C:2]1[CH:3]=[CH:4][C:5]([O:19][C:16]2[CH:17]=[CH:18][C:13]([C:12]([F:11])([F:20])[F:21])=[CH:14][CH:15]=2)=[C:6]([CH:9]=1)[CH:7]=[O:8] |f:2.3.4|. Reported procedure: In a manner similar to the method described in Example 50a, 5-chloro-2-fluorobenzaldehyde (0.88 g, 5.6 mmol) (Beta Pharma) was reacted with 4-trifluoromethylphenol (1 g, 6.6 mmol)(Aldrich) and K2CO3 in N,N-dimethylacetamide to give 5-chloro-2-(4-trifluoromethyl-phenoxy)-benzaldehyde as a yellow solid (Yield 0.98 g, 58%). Yield: 58.2%. Yields the product ClC=1C=CC(=C(C=O)C1)OC1=CC=C(C=C1)C(F)(F)F (5-chloro-2-(4-trifluoromethyl-phenoxy)-benzaldehyde). Reactants: CC(C)C(NC(=O)C(Cc1ccccc1)NC(=O)OCc1ccccc1)P(=O)(O)OC(CCCNC(=O)OC(C)(C)C)C(=O)O, CC#N, O=C(O)C(F)(F)F. Product: CC(C)C(NC(=O)C(Cc1ccccc1)NC(=O)OCc1ccccc1)P(=O)(O)OC(CCCN)C(=O)O, O=C(O)C(F)(F)F. RXN SMILES: [CH2:8]([c:9]1[cH:10][cH:11][cH:12][cH:13][cH:14]1)[O:15][C:16](=[O:17])[NH:18][CH:19]([C:20](=[O:21])[NH:22][CH:23]([CH:24]([CH3:25])[CH3:26])[P:27](=[O:28])([O:29][CH:30]([C:31](=[O:32])[OH:33])[CH2:34][CH2:35][CH2:36][NH:37][C:38]([O:39][C:40]([CH3:41])([CH3:42])[CH3:43])=[O:44])[OH:45])[CH2:46][c:47]1[cH:48][cH:49][cH:50][cH:51][cH:52]1.[CH3:53][C:54]#[N:55].[F:1][C:2]([C:3](=[O:4])[OH:5])([F:6])[F:7]>>[CH2:8]([c:9]1[cH:10][cH:11][cH:12][cH:13][cH:14]1)[O:15][C:16](=[O:17])[NH:18][CH:19]([C:20](=[O:21])[NH:22][CH:23]([CH:24]([CH3:25])[CH3:26])[P:27](=[O:28])([O:29][CH:30]([C:31](=[O:32])[OH:33])[CH2:34][CH2:35][CH2:36][NH2:37])[OH:45])[CH2:46][c:47]1[cH:48][cH:49][cH:50][cH:51][cH:52]1.[F:1][C:2]([C:3](=[O:4])[OH:5])([F:6])[F:7]. Reactants: OC=1C=C(C=CC1)C#CC=1C=C(C=NC1)C(=O)N=[S@@](=O)(C1=CC=CC=C1)CC(=O)OCC ((S)-Ethyl [N-({5-[(3-hydroxyphenyl)ethynyl]pyridin-3-yl}carbonyl)-S-phenylsulfonimidoyl]acetate), CN (methylamine). Yields the product OC=1C=C(C=CC1)C#CC=1C=NC=C(C(=O)N=S(C2=CC=CC=C2)(=O)CC(=O)NC)C1 (5-[(3-hydroxyphenyl)ethynyl]-N-{[2-(methylamino)-2-oxoethyl](oxo)phenyl-λ6-sulfanylidene}nicotinamide). The yield is 90.2%. Reaction SMILES: [OH:1][C:2]1[CH:3]=[C:4]([C:8]#[C:9][C:10]2[CH:11]=[C:12]([C:16]([N:18]=[S@:19]([CH2:27][C:28]([O:30]CC)=O)([C:21]3[CH:26]=[CH:25][CH:24]=[CH:23][CH:22]=3)=[O:20])=[O:17])[CH:13]=[N:14][CH:15]=2)[CH:5]=[CH:6][CH:7]=1.[CH3:33][NH2:34]>>[OH:1][C:2]1[CH:3]=[C:4]([C:8]#[C:9][C:10]2[CH:15]=[N:14][CH:13]=[C:12]([CH:11]=2)[C:16]([N:18]=[S:19]([CH2:27][C:28]([NH:34][CH3:33])=[O:30])(=[O:20])[C:21]2[CH:22]=[CH:23][CH:24]=[CH:25][CH:26]=2)=[O:17])[CH:5]=[CH:6][CH:7]=1. Reported procedure: In a manner similar to that described for Example 471, (S)-Ethyl [N-({5-[(3-hydroxyphenyl)ethynyl]pyridin-3-yl}carbonyl)-S-phenylsulfonimidoyl]acetate (50 mg, 0.11 mmol) and methylamine (2.0 M solution in MeOH, 0.5 mL, 1.0 mmol) were reacted to give the title compound as colorless oil (43 mg, 90%). The product is C=CCCC(C)=CC(=O)O. Reactants: C1CCOC1, C=CCCC(C)=CC(=O)OC, [Li+], [OH-], O. As a reaction SMILES: [CH2:14]1[O:15][CH2:16][CH2:17][CH2:18]1.[CH3:1][C:2](=[CH:3][C:4](=[O:5])[O:6][CH3:7])[CH2:8][CH2:9][CH:10]=[CH2:11].[Li+:13].[OH-:12].[OH2:19]>>[CH3:1][C:2](=[CH:3][C:4](=[O:5])[OH:6])[CH2:8][CH2:9][CH:10]=[CH2:11]. The reactants are ClC1=NC(=NC=C1C(=O)OCC)N1CCC2=CC=CC=C12 (ethyl 4-chloro-2-(2,3-dihydro-1H-indol-1-yl)-5-pyrimidinecarboxylate), C([O-])([O-])=O.[K+].[K+] (potassium carbonate), FC(OC1=CC=C(CO)C=C1)(F)F (4-(trifluoromethoxy)benzyl alcohol), O (water). The solvent is CN(C=O)C (N,N-dimethylformamide). Reaction conditions: temperature 100 celsius, time 18 hour. The product is N1(CCC2=CC=CC=C12)C1=NC=C(C(=N1)OCC1=CC=C(C=C1)OC(F)(F)F)C(=O)OCC (ethyl 2-(2,3-dihydro-1H-indol-1-yl)-4-{[4-(trifluoromethoxy)benzyl]oxy}-5-pyrimidinecarboxylate). Yield: 53.2%. Reaction SMILES: Cl[C:2]1[C:7]([C:8]([O:10][CH2:11][CH3:12])=[O:9])=[CH:6][N:5]=[C:4]([N:13]2[C:21]3[C:16](=[CH:17][CH:18]=[CH:19][CH:20]=3)[CH2:15][CH2:14]2)[N:3]=1.C(=O)([O-])[O-].[K+].[K+].[F:28][C:29]([F:40])([F:39])[O:30][C:31]1[CH:38]=[CH:37][C:34]([CH2:35][OH:36])=[CH:33][CH:32]=1.O>CN(C)C=O>[N:13]1([C:4]2[N:3]=[C:2]([O:36][CH2:35][C:34]3[CH:37]=[CH:38][C:31]([O:30][C:29]([F:28])([F:39])[F:40])=[CH:32][CH:33]=3)[C:7]([C:8]([O:10][CH2:11][CH3:12])=[O:9])=[CH:6][N:5]=2)[C:21]2[C:16](=[CH:17][CH:18]=[CH:19][CH:20]=2)[CH2:15][CH2:14]1 |f:1.2.3|. Procedure: To a solution of ethyl 4-chloro-2-(2,3-dihydro-1H-indol-1-yl)-5-pyrimidinecarboxylate (520 mg, 1.72 mmol) in N,N-dimethylformamide (5 mL) was added potassium carbonate (829 mg, 6 mmol) and 4-(trifluoromethoxy)benzyl alcohol (384 mg, 2 mmol) and the mixture was stirred at 100° C. for 18 h. The reaction mixture was allowed to cool to room temperature and water was added, which was followed by extraction with ethyl acetate. The organic layer was washed with saturated brine and dried over anhydrous ... Reactants: CC1CCNCC1, O=c1oc2ccccc2n1CCCl. Product: CC1CCN(CCn2c(=O)oc3ccccc32)CC1. RXN SMILES: [CH3:14][CH:15]1[CH2:16][CH2:17][NH:18][CH2:19][CH2:20]1.[Cl:1][CH2:2][CH2:3][n:4]1[c:5](=[O:13])[o:6][c:7]2[c:8]1[cH:9][cH:10][cH:11][cH:12]2>>[CH2:2]([CH2:3][n:4]1[c:5](=[O:13])[o:6][c:7]2[c:8]1[cH:9][cH:10][cH:11][cH:12]2)[N:18]1[CH2:17][CH2:16][CH:15]([CH3:14])[CH2:20][CH2:19]1.